Dataset: the Open Reaction Database (ORD), a public repository of structured organic reaction records. Task: describe an organic reaction: reactants, conditions, products, and yield Reactants: N(=[N+]=[N-])[C@H]1[C@@H](CC2=CC=CC=C2C1)OCC(=O)OC(C)(C)C (trans 3-azido-2-carbo-t-butoxymethoxy-1,2,3,4-tetrahydronaphthalene). The reagents and catalysts are [Pd] (palladium on carbon). Solvent: CO (methanol). Conditions: time 16 hour. The product is N[C@H]1[C@@H](CC2=CC=CC=C2C1)OCC(=O)OC(C)(C)C (Trans 3-amino-2-carbo-t-butoxymethoxy-1,2,3,4-tetrahydronaphthalene). The yield is 106.6%. RXN SMILES: [N:1]([C@@H:4]1[CH2:13][C:12]2[C:7](=[CH:8][CH:9]=[CH:10][CH:11]=2)[CH2:6][C@H:5]1[O:14][CH2:15][C:16]([O:18][C:19]([CH3:22])([CH3:21])[CH3:20])=[O:17])=[N+]=[N-]>CO.[Pd]>[NH2:1][C@@H:4]1[CH2:13][C:12]2[C:7](=[CH:8][CH:9]=[CH:10][CH:11]=2)[CH2:6][C@H:5]1[O:14][CH2:15][C:16]([O:18][C:19]([CH3:22])([CH3:21])[CH3:20])=[O:17]. Procedure details: To a solution of trans 3-azido-2-carbo-t-butoxymethoxy-1,2,3,4-tetrahydronaphthalene (750 mg, 2.47 mmol) in methanol (10 mL) at room temperature was added 20% palladium on carbon (60 mg). The resulting mixture was stirred under a hydrogen balloon. After 16 h, the reaction mixture was filtered through a plug of Celite® and the filtrate was concentrated under vacuum to obtain the title compound (730 mg, 100%). 1H NMR (400 MHz, CDCl3) δ 7.04-7.17 (m, 4H), 4.25 (d, J=16.7 Hz, 1H), 4.11 (d, J=16.7 Hz...